From a dataset of the Open Reaction Database (ORD), a public repository of structured organic reaction records. describe an organic reaction: reactants, conditions, products, and yield The reactants are CC(C)(C)COc1ccc2c(c1)C1(COC(N)=N1)c1cc(Br)cnc1O2, O=C([O-])[O-], C1CCOC1, CCOC(C)=O, [K+], [K+], O, c1ccc(P(c2ccccc2)(c2ccccc2)[Pd](P(c2ccccc2)(c2ccccc2)c2ccccc2)(P(c2ccccc2)(c2ccccc2)c2ccccc2)P(c2ccccc2)(c2ccccc2)c2ccccc2)cc1, OB(O)c1cccnc1. The product is CC(C)(C)COc1ccc2c(c1)C1(COC(N)=N1)c1cc(-c3cccnc3)cnc1O2. Reaction SMILES: [Br:1][c:2]1[cH:3][c:4]2[c:5]([n:6][cH:7]1)[O:8][c:9]1[cH:10][cH:11][c:12]([O:21][CH2:22][C:23]([CH3:24])([CH3:25])[CH3:26])[cH:13][c:14]1[C:15]21[N:16]=[C:17]([NH2:20])[O:18][CH2:19]1.[C:41](=[O:42])([O-:43])[O-:44].[CH2:36]1[O:37][CH2:38][CH2:39][CH2:40]1.[CH3:125][CH2:126][O:127][C:128](=[O:129])[CH3:130].[K+:45].[K+:46].[OH2:124].[cH:47]1[cH:48][cH:49][c:50]([P:51]([Pd:52]([P:53]([c:54]2[cH:55][cH:56][cH:57][cH:58][cH:59]2)([c:60]2[cH:61][cH:62][cH:63][cH:64][cH:65]2)[c:66]2[cH:67][cH:68][cH:69][cH:70][cH:71]2)([P:72]([c:73]2[cH:74][cH:75][cH:76][cH:77][cH:78]2)([c:79]2[cH:80][cH:81][cH:82][cH:83][cH:84]2)[c:85]2[cH:86][cH:87][cH:88][cH:89][cH:90]2)[P:91]([c:92]2[cH:93][cH:94][cH:95][cH:96][cH:97]2)([c:98]2[cH:99][cH:100][cH:101][cH:102][cH:103]2)[c:104]2[cH:105][cH:106][cH:107][cH:108][cH:109]2)([c:110]2[cH:111][cH:112][cH:113][cH:114][cH:115]2)[c:116]2[cH:117][cH:118][cH:119][cH:120][cH:121]2)[cH:122][cH:123]1.[n:27]1[cH:28][c:29]([B:33]([OH:34])[OH:35])[cH:30][cH:31][cH:32]1>>[c:2]1(-[c:29]2[cH:28][n:27][cH:32][cH:31][cH:30]2)[cH:3][c:4]2[c:5]([n:6][cH:7]1)[O:8][c:9]1[cH:10][cH:11][c:12]([O:21][CH2:22][C:23]([CH3:24])([CH3:25])[CH3:26])[cH:13][c:14]1[C:15]21[N:16]=[C:17]([NH2:20])[O:18][CH2:19]1. The reactants are C(C)(C)(C)OC(=O)NC[C@H]1CN(CC1)CCCCCCN (6-((3S)-3-tert-Butoxycarbonylaminomethylpyrrolidin-1-yl)hexylamine), C(CC)N=C=O (n-propyl isocyanate), NC1=CC(=C(C(=O)O)C=C1Cl)OC (4-amino-5-chloro-2-methoxybenzoic acid). The product is NC1=CC(=C(C(=O)NC[C@H]2CN(CC2)CCCCCCNC(=O)NCCC)C=C1Cl)OC (4-amino-5-chloro-2-methoxy-N-((3S)-1-(6-(3-n-propylureido)hexyl)pyrrolidin-3-ylmethyl)benzamide). RXN SMILES: C(O[C:6]([NH:8][CH2:9][C@@H:10]1[CH2:14][CH2:13][N:12]([CH2:15][CH2:16][CH2:17][CH2:18][CH2:19][CH2:20][NH2:21])[CH2:11]1)=[O:7])(C)(C)C.[CH2:22]([N:25]=[C:26]=[O:27])[CH2:23][CH3:24].[NH2:28][C:29]1[C:37]([Cl:38])=[CH:36][C:32](C(O)=O)=[C:31]([O:39][CH3:40])[CH:30]=1>>[NH2:28][C:29]1[C:37]([Cl:38])=[CH:36][C:32]([C:6]([NH:8][CH2:9][C@@H:10]2[CH2:14][CH2:13][N:12]([CH2:15][CH2:16][CH2:17][CH2:18][CH2:19][CH2:20][NH:21][C:26]([NH:25][CH2:22][CH2:23][CH3:24])=[O:27])[CH2:11]2)=[O:7])=[C:31]([O:39][CH3:40])[CH:30]=1. Reported procedure: 6-((3S)-3-tert-Butoxycarbonylaminomethylpyrrolidin-1-yl)hexylamine (1.00 g) as starting compound was reacted and treated in the same manner as in Example 34 using n-propyl isocyanate (0.33 ml) and 4-amino-5-chloro-2-methoxybenzoic acid (0.67 g) to give 4-amino-5-chloro-2-methoxy-N-((3S)-1-(6-(3-n-propylureido)hexyl)pyrrolidin-3-ylmethyl)benzamide.